This data is from the Open Reaction Database (ORD), a public repository of structured organic reaction records. The task is: describe an organic reaction: reactants, conditions, products, and yield Run in O1CCCC1 (tetrahydrofuran), O1CCCC1 (tetrahydrofuran). The reactants are [H-].[Al+3].[Li+].[H-].[H-].[H-] (lithium aluminum hydride), N[C@@H]1CC[C@@H](N(C1)CC1=CC=CC=C1)CC(=O)OCC (Ethyl (cis-5-amino-1-benzylpiperidin-2-yl)acetate). Reaction SMILES: [H-].[Al+3].[Li+].[H-].[H-].[H-].[NH2:7][C@H:8]1[CH2:13][N:12]([CH2:14][C:15]2[CH:20]=[CH:19][CH:18]=[CH:17][CH:16]=2)[C@@H:11]([CH2:21][C:22](OCC)=[O:23])[CH2:10][CH2:9]1>O1CCCC1>[NH2:7][C@H:8]1[CH2:13][N:12]([CH2:14][C:15]2[CH:20]=[CH:19][CH:18]=[CH:17][CH:16]=2)[C@@H:11]([CH2:21][CH2:22][OH:23])[CH2:10][CH2:9]1 |f:0.1.2.3.4.5|. Product: N[C@@H]1CC[C@@H](N(C1)CC1=CC=CC=C1)CCO (2-[cis-5-Amino-1-benzylpiperidin-2-yl]ethanol). Procedure: To a stirred suspension of lithium aluminum hydride (97 mg, 2.55 mmol) in tetrahydrofuran (5 mL) was added a solution of ethyl [cis-5-amino-1-benzylpiperidin-2-yl]acetate (352 mg, 1.27 mmol, step 7 of Example 1) in tetrahydrofuran (4 mL) at 0° C., and the mixture was stirred at 0° C. for 1 h, then stirred at room temperature for 1 h. The mixture was quenched with water (0.1 mL) at 0° C., and stirred for 30 min at 0° C. 15% aqueous sodium hydroxide solution (0.1 mL) was added at 0° C., and the mi... Reaction conditions: temperature 0 celsius, time 1 hour.